Dataset: the Open Reaction Database (ORD), a public repository of structured organic reaction records. Task: describe an organic reaction: reactants, conditions, products, and yield Reactants: C1(=CC=CC=C1)SCC(CN=[N+]=[N-])O (3-phenylthio-2-hydroxypropylazide), [H-].[Al+3].[Li+].[H-].[H-].[H-] (lithium aluminum hydride). Solvent: O1CCCC1 (tetrahydrofuran). Product: C1(=CC=CC=C1)SCC(CN)O (3-Phenylthio-2-hydroxypropylamine). Yield: 97.1%. Reaction SMILES: [C:1]1([S:7][CH2:8][CH:9]([OH:14])[CH2:10][N:11]=[N+]=[N-])[CH:6]=[CH:5][CH:4]=[CH:3][CH:2]=1.[H-].[Al+3].[Li+].[H-].[H-].[H-]>O1CCCC1>[C:1]1([S:7][CH2:8][CH:9]([OH:14])[CH2:10][NH2:11])[CH:6]=[CH:5][CH:4]=[CH:3][CH:2]=1 |f:1.2.3.4.5.6|. Procedure details: A procedure similar to that described in Preparation 13 was repeated, except that 8 g of 3-phenylthio-2-hydroxypropylazide (prepared as described in Preparation 86), 2.9 g of lithium aluminum hydride and 400 ml of anhydrous tetrahydrofuran were used, to give 6.8 g of the title compound, melting at 57° C. to 61° C.